From a dataset of the Open Reaction Database (ORD), a public repository of structured organic reaction records. describe an organic reaction: reactants, conditions, products, and yield The reactants are ClC1=C2C(C=C(NC2=CC(=C1)Cl)C(C)=O)=O (5,7-dichloro-2-acetyl-1,4-dihydroquinol-4-one), C1(=CC=CC=C1)S(=O)(=O)N=C=O (benzenesulfonyl isocyanate), ClCCl (dichloromethane). The solvent is C(C)#N (acetonitrile). Yields the product ClC1=C2C(C=C(NC2=CC(=C1)Cl)C(C)=O)=NS(=O)(=O)C1=CC=CC=C1 (5,7-Dichloro-2-acetyl-4-[benzenesulfonylimino]-1,4-dihydroquinoline). As a reaction SMILES: [Cl:1][C:2]1[CH:11]=[C:10]([Cl:12])[CH:9]=[C:8]2[C:3]=1[C:4](=O)[CH:5]=[C:6]([C:13](=[O:15])[CH3:14])[NH:7]2.[C:17]1([S:23]([N:26]=C=O)(=[O:25])=[O:24])[CH:22]=[CH:21][CH:20]=[CH:19][CH:18]=1.ClCCl>C(#N)C>[Cl:1][C:2]1[CH:11]=[C:10]([Cl:12])[CH:9]=[C:8]2[C:3]=1[C:4](=[N:26][S:23]([C:17]1[CH:22]=[CH:21][CH:20]=[CH:19][CH:18]=1)(=[O:25])=[O:24])[CH:5]=[C:6]([C:13](=[O:15])[CH3:14])[NH:7]2. Procedure: Combine 5,7-dichloro-2-acetyl-1,4-dihydroquinol-4-one (0.28 g, 1.1 mmol) and benzenesulfonyl isocyanate (0.16 mL, 1.2 mmol) in acetonitrile (5 mL). Heat at reflux for 3 hours. Add methanol (5 mL) to quench the reaction. Evaporate in vacuo to obtain a residue. Chromatograph the residue on a column of silica gel eluting with dichloromethane to obtain a solid. Recrystallize the solid from ethyl acetate/hexane to give the title compound; mp, 163°-164° C. Rf =0.32 TLC/silica gel/dichloromethane. Elem... Yields the product O=CC1(c2ccc3ncccc3c2)CC1. Reaction SMILES: [CH2:2]([Al+:3][CH2:4][CH:5]([CH3:6])[CH3:7])[CH:8]([CH3:9])[CH3:10].[CH3:30][c:31]1[cH:32][cH:33][cH:34][cH:35][cH:36]1.[CH3:37][CH2:38][O:39][C:40](=[O:41])[CH3:42].[CH:26]([CH3:27])([CH3:28])[OH:29].[H-:1].[n:11]1[cH:12][cH:13][cH:14][c:15]2[cH:16][c:17]([C:21]3([C:24]#[N:25])[CH2:22][CH2:23]3)[cH:18][cH:19][c:20]12>>[n:11]1[cH:12][cH:13][cH:14][c:15]2[cH:16][c:17]([C:21]3([CH:24]=[O:29])[CH2:22][CH2:23]3)[cH:18][cH:19][c:20]12. The reactants are CC(C)C[Al+]CC(C)C, Cc1ccccc1, CCOC(C)=O, CC(C)O, [H-], N#CC1(c2ccc3ncccc3c2)CC1. Starting materials: C([C@@H]1[C@H]([C@@H]([C@H](C(O1)O)O)O)O)O.O (glucose syrup). Run in O (water). Run at temperature 60 celsius, time 30 minute. The product is O=C[C@H](O)[C@@H](O)[C@H](O)[C@H](O)CO (glucose). As a reaction SMILES: [CH2:1]([OH:12])[C@H:2]1[O:7][CH:6]([OH:8])[C@H:5]([OH:9])[C@@H:4]([OH:10])[C@@H:3]1[OH:11].O>O>[O:8]=[CH:6][C@@H:5]([C@H:4]([C@@H:3]([C@@H:2]([CH2:1][OH:12])[OH:7])[OH:11])[OH:10])[OH:9] |f:0.1|. Reported procedure: Frozen flocculated cells are immersed in water or a glucose syrup. The cell mass is allowed to thaw and is gently crushed by mechanical means or stirring to give particles of approximately uniform size. This slurry is then subjected to vacuum conditions for approximately 30 minutes to remove occluded gases from the cell particles. A jacketed column of 1 inch diameter is partially filled with water or glucose syrup and the degassed slurry is then poured into the column. The packed column is heate... Reactants: CC(C)(C)P(C(C)(C)C)C(C)(C)C, CC(C)(C)[O-], Cc1ccccc1, O=C(OCc1ccccc1)N1CC2CNC2C1, O=S(=O)(c1ccccc1)c1cnc2c(I)cccc2c1, [Na+], CC(=O)[O-], CC(=O)[O-], [Pd+2]. Product: O=C(OCc1ccccc1)N1CC2CN(c3cccc4cc(S(=O)(=O)c5ccccc5)cnc34)C2C1. Reaction SMILES: [C:24]([P:25]([C:26]([CH3:27])([CH3:28])[CH3:29])[C:30]([CH3:31])([CH3:32])[CH3:33])([CH3:34])([CH3:35])[CH3:36].[CH3:1][C:2]([CH3:3])([O-:4])[CH3:5].[CH3:57][c:58]1[cH:59][cH:60][cH:61][cH:62][cH:63]1.[CH:7]12[CH2:8][N:9]([C:14](=[O:15])[O:16][CH2:17][c:18]3[cH:19][cH:20][cH:21][cH:22][cH:23]3)[CH2:10][CH:11]1[NH:12][CH2:13]2.[I:37][c:38]1[cH:39][cH:40][cH:41][c:42]2[cH:43][c:44]([S:48](=[O:49])(=[O:50])[c:51]3[cH:52][cH:53][cH:54][cH:55][cH:56]3)[cH:45][n:46][c:47]12.[Na+:6].[O-:65][C:66]([CH3:67])=[O:68].[O-:69][C:70]([CH3:71])=[O:72].[Pd+2:64]>>[CH:7]12[CH2:8][N:9]([C:14](=[O:15])[O:16][CH2:17][c:18]3[cH:19][cH:20][cH:21][cH:22][cH:23]3)[CH2:10][CH:11]1[N:12]([c:38]1[cH:39][cH:40][cH:41][c:42]3[cH:43][c:44]([S:48](=[O:49])(=[O:50])[c:51]4[cH:52][cH:53][cH:54][cH:55][cH:56]4)[cH:45][n:46][c:47]13)[CH2:13]2. Reactants: C(C)(C)(C)OC(=O)NC1CN(CC1C)C1=C(C(=C2C(C(=CN(C2=C1F)C1CC1)C(=O)O)=O)C)F (7-(3-t-butoxycarbonylamino-4-methyl-1-pyrrolidinyl)-1-cyclopropyl-6, 8-difluoro-5-methyl-1,4-dihydro-4-oxoquinoline-3-carboxylic acid), Cl (hydrochloric acid). The solvent is C(C)O (ethanol). The product is Cl.NC1CN(CC1C)C1=C(C(=C2C(C(=CN(C2=C1F)C1CC1)C(=O)O)=O)C)F (7-(3-amino-4-methyl-1-pyrrolidinyl)-1-cyclopropyl-6, 8-difluoro-5-methyl-1,4-dihydro-4-oxoquinoline-3-carboxylic acid monohydrochloride). Reaction SMILES: C(OC([NH:8][CH:9]1[CH:13]([CH3:14])[CH2:12][N:11]([C:15]2[C:24]([F:25])=[C:23]3[C:18]([C:19](=[O:32])[C:20]([C:29]([OH:31])=[O:30])=[CH:21][N:22]3[CH:26]3[CH2:28][CH2:27]3)=[C:17]([CH3:33])[C:16]=2[F:34])[CH2:10]1)=O)(C)(C)C.[ClH:35]>C(O)C>[ClH:35].[NH2:8][CH:9]1[CH:13]([CH3:14])[CH2:12][N:11]([C:15]2[C:24]([F:25])=[C:23]3[C:18]([C:19](=[O:32])[C:20]([C:29]([OH:31])=[O:30])=[CH:21][N:22]3[CH:26]3[CH2:28][CH2:27]3)=[C:17]([CH3:33])[C:16]=2[F:34])[CH2:10]1 |f:3.4|. Procedure: A mixture comprising 7-(3-t-butoxycarbonylamino-4-methyl-1-pyrrolidinyl)-1-cyclopropyl-6, 8-difluoro-5-methyl-1,4-dihydro-4-oxoquinoline-3-carboxylic acid (trans form) (125 mg), ethanol (4 ml) and 10% hydrochloric acid (4 ml) is refluxed for 30 minutes. After concentrating, the obtained residue is recrystallized from ethanol to give 7-(3-amino-4-methyl-1-pyrrolidinyl)-1-cyclopropyl-6, 8-difluoro-5-methyl-1,4-dihydro-4-oxoquinoline-3-carboxylic acid monohydrochloride (trans form) (63 mg), as pale... The reactants are CC(=O)O, CNC1=Nc2ccccc2N(c2ccccc2)C(=O)C1, O=N[O-], [Na+], O. Yields the product O=NCNC1=Nc2ccccc2N(c2ccccc2)C(=O)C1. As a reaction SMILES: [CH3:25][C:26](=[O:27])[OH:28].[CH3:5][NH:6][C:7]1=[N:13][c:12]2[c:11]([cH:17][cH:16][cH:15][cH:14]2)[N:10]([c:18]2[cH:19][cH:20][cH:21][cH:22][cH:23]2)[C:9](=[O:24])[CH2:8]1.[N:1](=[O:2])[O-:3].[Na+:4].[OH2:29]>>[N:1](=[O:3])[CH2:5][NH:6][C:7]1=[N:13][c:12]2[c:11]([cH:17][cH:16][cH:15][cH:14]2)[N:10]([c:18]2[cH:19][cH:20][cH:21][cH:22][cH:23]2)[C:9](=[O:24])[CH2:8]1. Reactants: CCS, COC(=O)CC(Cc1ccc(OCc2ccccc2)cc1)c1ncc(C)s1. Product: COC(=O)CC(Cc1ccc(O)cc1)c1ncc(C)s1. RXN SMILES: [CH2:28]([SH:29])[CH3:30].[CH3:1][c:2]1[cH:3][n:4][c:5]([CH:7]([CH2:8][C:9](=[O:10])[O:11][CH3:12])[CH2:13][c:14]2[cH:15][cH:16][c:17]([O:20][CH2:21][c:22]3[cH:23][cH:24][cH:25][cH:26][cH:27]3)[cH:18][cH:19]2)[s:6]1>>[CH3:1][c:2]1[cH:3][n:4][c:5]([CH:7]([CH2:8][C:9](=[O:10])[O:11][CH3:12])[CH2:13][c:14]2[cH:15][cH:16][c:17]([OH:20])[cH:18][cH:19]2)[s:6]1.